From a dataset of the Open Reaction Database (ORD), a public repository of structured organic reaction records. describe an organic reaction: reactants, conditions, products, and yield The reactants are C(C1=CC=CC=C1)OC1=CC=C(NC=2C3=C(N=CN2)C=NC(=C3)Cl)C=C1 (4-(4-benzyloxyanilino)-6-chloropyrido[3,4-d]pyrimidine), C(CCC)[Sn](C1=CN=CN1C)(CCCC)CCCC (5-(tri-n-butylstannyl)-N-methylimidazole). Product: C(C1=CC=CC=C1)OC1=CC=C(NC=2C3=C(N=CN2)C=NC(=C3)C3=CN=CN3C)C=C1 (4-(4-Benzyloxyanilino)-6-(N-methylimidazol-5-yl)pyrido[3,4-d]pyrimidine). Reaction SMILES: [CH2:1]([O:8][C:9]1[CH:26]=[CH:25][C:12]([NH:13][C:14]2[C:15]3[CH:23]=[C:22](Cl)[N:21]=[CH:20][C:16]=3[N:17]=[CH:18][N:19]=2)=[CH:11][CH:10]=1)[C:2]1[CH:7]=[CH:6][CH:5]=[CH:4][CH:3]=1.C([Sn](CCCC)(CCCC)[C:32]1[N:36]([CH3:37])[CH:35]=[N:34][CH:33]=1)CCC>>[CH2:1]([O:8][C:9]1[CH:26]=[CH:25][C:12]([NH:13][C:14]2[C:15]3[CH:23]=[C:22]([C:32]4[N:36]([CH3:37])[CH:35]=[N:34][CH:33]=4)[N:21]=[CH:20][C:16]=3[N:17]=[CH:18][N:19]=2)=[CH:11][CH:10]=1)[C:2]1[CH:7]=[CH:6][CH:5]=[CH:4][CH:3]=1. Reported procedure: Prepared according to Procedure B from 4-(4-benzyloxyanilino)-6-chloropyrido[3,4-d]pyrimidine and 5-(tri-n-butylstannyl)-N-methylimidazole (prepared according to the published method: Acta Chem. Scand., (1993), 47(1), 57); δH [2H6]-DMSO 10.00 (1H,s), 9.15 (1H,s), 8.65 (1H,s), 8.60 (1H, s), 7.80 (1H,s), 7.61(2H,d), 7.50 (1H,s), 7.25-7.49 (5H,m), 7.10 (2H,d), 5.13 (2H,s), 3.98 (3H,s); m/z (M+1)+409. Reactants: C(C1=CC=CC=C1)O[C@H]1C[C@H]2N=C(S[C@H]2O[C@@H]1C=O)N(C(OC(C)(C)C)=O)C (tert-butyl ((3aR,5S,6S,7aR)-6-(benzyloxy)-5-formyl-5,6,7,7a-tetrahydro-3aH-pyrano[3,2-d]thiazol-2-yl)(methyl)carbamate), C[Mg+].[Br-] (MeMgBr). Run in C1CCOC1 (THF). Conditions: time 3 hour. Yields the product C(C1=CC=CC=C1)O[C@H]1C[C@H]2N=C(S[C@H]2O[C@@H]1C(C)O)N(C(OC(C)(C)C)=O)C (tert-butyl ((3aR,5R,6S,7aR)-6-(benzyloxy)-5-(1-hydroxyethyl)-5,6,7,7a-tetrahydro-3aH-pyrano[3,2-d]thiazol-2-yl)(methyl)carbamate). Yield: 36.7%. RXN SMILES: [CH2:1]([O:8][C@@H:9]1[C@@H:17]([CH:18]=[O:19])[O:16][C@H:15]2[C@H:11]([N:12]=[C:13]([N:20]([CH3:28])[C:21](=[O:27])[O:22][C:23]([CH3:26])([CH3:25])[CH3:24])[S:14]2)[CH2:10]1)[C:2]1[CH:7]=[CH:6][CH:5]=[CH:4][CH:3]=1.[CH3:29][Mg+].[Br-]>C1COCC1>[CH2:1]([O:8][C@@H:9]1[C@@H:17]([CH:18]([OH:19])[CH3:29])[O:16][C@H:15]2[C@H:11]([N:12]=[C:13]([N:20]([CH3:28])[C:21](=[O:27])[O:22][C:23]([CH3:24])([CH3:25])[CH3:26])[S:14]2)[CH2:10]1)[C:2]1[CH:3]=[CH:4][CH:5]=[CH:6][CH:7]=1 |f:1.2|. Procedure: To a solution of tert-butyl ((3aR,5S,6S,7aR)-6-(benzyloxy)-5-formyl-5,6,7,7a-tetrahydro-3aH-pyrano[3,2-d]thiazol-2-yl)(methyl)carbamate (0.920 g, 2.26 mmol) in anhydrous THF (20 mL) at 15° C. was added a solution of MeMgBr (1.4 M in THF/toluene, 4.1 mL, 5.7 mmol) dropwise. The reaction mixture was stirred at room temperature for 3 h, and then quenched with saturated aqueous NaHCO3 solution (30 mL). The mixture was extracted with EtOAc (2×30 mL), and the combined extracts were dried over anhydrou... The reactants are CC(C)(C)OC(=O)Nc1cc(F)cc2ccccc12, CCOCC, ClCCl, O=C(O)C(F)(F)F. The product is Nc1cc(F)cc2ccccc12. As a reaction SMILES: [C:1]([O:2][C:3](=[O:4])[NH:7][c:8]1[cH:9][c:10]([F:18])[cH:11][c:12]2[cH:13][cH:14][cH:15][cH:16][c:17]12)([CH3:5])([CH3:6])[CH3:19].[CH3:30][CH2:31][O:32][CH2:33][CH3:34].[Cl:20][CH2:21][Cl:22].[OH:23][C:24]([C:25]([F:26])([F:27])[F:28])=[O:29]>>[NH2:7][c:8]1[cH:9][c:10]([F:18])[cH:11][c:12]2[cH:13][cH:14][cH:15][cH:16][c:17]12. Starting materials: O=C([O-])[O-], C#CCBr, CN(C)C=O, FC(F)(F)c1cnc(-c2ccc(Cl)c(S)c2)c(Cl)c1, [K+], [K+], [NH2-], O. Product: C#CCSc1cc(-c2ncc(C(F)(F)F)cc2Cl)ccc1Cl. As a reaction SMILES: [C:20](=[O:21])([O-:22])[O-:23].[CH2:32]([C:33]#[CH:34])[Br:35].[CH3:26][N:27]([CH3:28])[CH:29]=[O:30].[Cl:1][c:2]1[c:3](-[c:12]2[cH:13][c:14]([SH:19])[c:15]([Cl:18])[cH:16][cH:17]2)[n:4][cH:5][c:6]([C:8]([F:9])([F:10])[F:11])[cH:7]1.[K+:24].[K+:25].[NH2-:31].[OH2:36]>>[Cl:1][c:2]1[c:3](-[c:12]2[cH:13][c:14]([S:19][CH2:34][C:33]#[CH:32])[c:15]([Cl:18])[cH:16][cH:17]2)[n:4][cH:5][c:6]([C:8]([F:9])([F:10])[F:11])[cH:7]1. Reactants: C(C)(=O)N1C2=C(N(C([C@H]([C@@H]1C)NC(OC(C)(C)C)=O)=O)CC1=C(C=CC3=CC=CC=C13)OC)C=CC(=C2)C#N (tert-butyl(3S,4S)-5-acetyl-7-cyano-1-((2-methoxynaphthalen-1-yl)methyl)-4-methyl-2-oxo-2,3,4,5-tetrahydro-1H-benzo[b][1,4]diazepin-3-ylcarbamate), Cl (HCl). Run in O1CCOCC1 (dioxane), CCOCC (Et2O). Yields the product Cl.C(C)(=O)N1C2=C(N(C([C@H]([C@@H]1C)N)=O)CC1=C(C=CC3=CC=CC=C13)OC)C=CC(=C2)C#N ((3S,4S)-5-acetyl-3-amino-1-((2-methoxynaphthalen-1-yl)methyl)-4-methyl-2-oxo-2,3,4,5-tetrahydro-1H-benzo[b][1,4]diazepine-7-carbonitrile hydrochloride). The yield is 78.0%. As a reaction SMILES: [C:1]([N:4]1[C@@H:10]([CH3:11])[C@H:9]([NH:12]C(=O)OC(C)(C)C)[C:8](=[O:20])[N:7]([CH2:21][C:22]2[C:31]3[C:26](=[CH:27][CH:28]=[CH:29][CH:30]=3)[CH:25]=[CH:24][C:23]=2[O:32][CH3:33])[C:6]2[CH:34]=[CH:35][C:36]([C:38]#[N:39])=[CH:37][C:5]1=2)(=[O:3])[CH3:2].[ClH:40]>O1CCOCC1.CCOCC>[ClH:40].[C:1]([N:4]1[C@@H:10]([CH3:11])[C@H:9]([NH2:12])[C:8](=[O:20])[N:7]([CH2:21][C:22]2[C:31]3[C:26](=[CH:27][CH:28]=[CH:29][CH:30]=3)[CH:25]=[CH:24][C:23]=2[O:32][CH3:33])[C:6]2[CH:34]=[CH:35][C:36]([C:38]#[N:39])=[CH:37][C:5]1=2)(=[O:3])[CH3:2] |f:4.5|. Procedure details: A rt solution of tert-butyl(3S,4S)-5-acetyl-7-cyano-1-((2-methoxynaphthalen-1-yl)methyl)-4-methyl-2-oxo-2,3,4,5-tetrahydro-1H-benzo[b][1,4]diazepin-3-ylcarbamate (316 mg, 598 μmol) in 4 M HCl in dioxane (2.99 ml) was stirred for 2 h. The reaction was diluted with Et2O and the solids were collected by vacuum filtration to provide (3S,4S)-5-acetyl-3-amino-1-((2-methoxynaphthalen-1-yl)methyl)-4-methyl-2-oxo-2,3,4,5-tetrahydro-1H-benzo[b][1,4]diazepine-7-carbonitrile hydrochloride (216 mg, 78%) as a... Starting materials: COc1ccc(C=O)c(c1O)F, CC1=CN=C(C=C1)N, [C-]#[N+]C1CCCCC1. The reagents and catalysts are O=C(O)C(F)(F)F (trifluoroacetic acid). The solvent is CC(C)O (isopropyl alcohol), CC(C)O (isopropylalcohol). Conditions: temperature 22 celsius, time 20 hour. Product: Cc1ccc2nc(c3ccc(c(c3F)O)OC)c(NC3CCCCC3)n2c1. Yield: 22.9%. As a reaction SMILES: CC1=CC=C(N)N=C1.[C-]#[N+]C1CCCCC1.COC1=CC=C(C=O)C(F)=C1O>>COC1=CC=C(C2=C(NC3CCCCC3)N3C=C(C)C=CC3=N2)C(F)=C1O. The reactants are IC1=C(C(=O)OC)C=CC(=C1)C(=O)OC (dimethyl iodoterephthalate), C1(=C(C=CC=C1)B(O)O)C (ortho-tolylboronic acid). The reagents and catalysts are C(C)(=O)[O-].[Pd+2].C(C)(=O)[O-] (palladium(II) acetate), C1(=CC=CC=C1)P(C1=CC=CC=C1)C1=CC=CC=C1 (triphenylphosphine). Solvent: C1(=CC=CC=C1)C (toluene), C(=O)([O-])[O-].[Na+].[Na+] (Na2CO3). Conditions: temperature 77.5 celsius, time 4 hour. Yields the product CC1=C(C=CC=C1)C=1C(=CC=C(C1)C(=O)OC)C(=O)OC (Dimethyl 2′-methyl(1,1′-biphenyl)-2.5-dicarboxylate). Yield: 99.0%. RXN SMILES: I[C:2]1[CH:11]=[C:10]([C:12]([O:14][CH3:15])=[O:13])[CH:9]=[CH:8][C:3]=1[C:4]([O:6][CH3:7])=[O:5].[C:16]1([CH3:25])[CH:21]=[CH:20][CH:19]=[CH:18][C:17]=1B(O)O>C1(C)C=CC=CC=1.C([O-])([O-])=O.[Na+].[Na+].C([O-])(=O)C.[Pd+2].C([O-])(=O)C.C1(P(C2C=CC=CC=2)C2C=CC=CC=2)C=CC=CC=1>[CH3:25][C:16]1[CH:21]=[CH:20][CH:19]=[CH:18][C:17]=1[C:2]1[C:3]([C:4]([O:6][CH3:7])=[O:5])=[CH:8][CH:9]=[C:10]([C:12]([O:14][CH3:15])=[O:13])[CH:11]=1 |f:3.4.5,6.7.8|. Procedure: A mixture of dimethyl iodoterephthalate (2.41 kg, 7.53 mol), ortho-tolylboronic acid (1.23 kg, 9.04 mol), palladium(II) acetate (16.9 g, 0.08 mol), and triphenylphosphine (79.0 g, 0.30 mol) in deoxygenated toluene (19 L) and 2M Na2CO3 (19 L) was vigorously mechanically stirred for 4 hours at 75-80° C. and cooled to room temperature to provide two distinct layers. The layers were separated, and the organic layer was filtered through a pad of silica gel 60 (4.79 kg of silica gel slurried with 2×10... Reactants: Cc1cc(CCBr)ccc1OCCNc1ncnc(C)c1Cl, C1COCCN1, CCO. The product is Cc1cc(CCN2CCOCC2)ccc1OCCNc1ncnc(C)c1Cl. Reaction SMILES: [Br:1][CH2:2][CH2:3][c:4]1[cH:5][c:6]([CH3:22])[c:7]([O:8][CH2:9][CH2:10][NH:11][c:12]2[n:13][cH:14][n:15][c:16]([CH3:19])[c:17]2[Cl:18])[cH:20][cH:21]1.[CH2:23]1[CH2:24][O:25][CH2:26][CH2:27][NH:28]1.[CH3:29][CH2:30][OH:31]>>[CH2:2]([CH2:3][c:4]1[cH:5][c:6]([CH3:22])[c:7]([O:8][CH2:9][CH2:10][NH:11][c:12]2[n:13][cH:14][n:15][c:16]([CH3:19])[c:17]2[Cl:18])[cH:20][cH:21]1)[N:28]1[CH2:23][CH2:24][O:25][CH2:26][CH2:27]1.